Dataset: the Open Reaction Database (ORD), a public repository of structured organic reaction records. Task: describe an organic reaction: reactants, conditions, products, and yield Starting materials: C1CCNCC1, C1CCOC1, COc1cccc(CN(C(=O)c2cnc(S(C)(=O)=O)nc2-c2ccccc2F)C(C)C)c1. Yields the product COc1cccc(CN(C(=O)c2cnc(N3CCCCC3)nc2-c2ccccc2F)C(C)C)c1. As a reaction SMILES: [CH2:1]1[CH2:2][CH2:3][NH:4][CH2:5][CH2:6]1.[CH2:39]1[O:40][CH2:41][CH2:42][CH2:43]1.[CH3:7][O:8][c:9]1[cH:10][c:11]([CH2:12][N:13]([C:14](=[O:15])[c:16]2[c:17](-[c:26]3[c:27]([F:32])[cH:28][cH:29][cH:30][cH:31]3)[n:18][c:19]([S:22]([CH3:23])(=[O:24])=[O:25])[n:20][cH:21]2)[CH:33]([CH3:34])[CH3:35])[cH:36][cH:37][cH:38]1>>[CH2:1]1[CH2:2][CH2:3][N:4]([c:19]2[n:18][c:17](-[c:26]3[c:27]([F:32])[cH:28][cH:29][cH:30][cH:31]3)[c:16]([C:14]([N:13]([CH2:12][c:11]3[cH:10][c:9]([O:8][CH3:7])[cH:38][cH:37][cH:36]3)[CH:33]([CH3:34])[CH3:35])=[O:15])[cH:21][n:20]2)[CH2:5][CH2:6]1. Starting materials: ClCCl (dichloromethane), SCC(C(=O)NC=1C=C(C(=O)O)C=CC1)CC1=CC=CC=C1 (3-[(2-mercaptomethyl-3-phenylpropionyl)amino]benzoic acid), NC=1C=C(C(=O)OCC)C=CC1 (ethyl 3-aminobenzoate), ClCCl (dichloromethane), CCN=C=NCCCN(C)C.Cl (EDC.HCl). Conditions: time 1 hour. Yields the product C(C)(=O)SC(C(C(=O)NC=1C=C(C(=O)OCC)C=CC1)CC1=CC=CC=C1)C (ethyl 3-[(3-acetylthio-2-benzylbutanoyl)amino]benzoate). RXN SMILES: [SH:1][CH2:2][CH:3]([CH2:16][C:17]1[CH:22]=[CH:21][CH:20]=[CH:19][CH:18]=1)[C:4]([NH:6][C:7]1[CH:8]=[C:9]([CH:13]=[CH:14][CH:15]=1)[C:10]([OH:12])=[O:11])=[O:5].NC1C=[C:26](C=CC=1)[C:27](OCC)=[O:28].[CH3:35][CH2:36]N=C=NCCCN(C)C.Cl.Cl[CH2:48]Cl>>[C:27]([S:1][CH:2]([CH3:48])[CH:3]([CH2:16][C:17]1[CH:18]=[CH:19][CH:20]=[CH:21][CH:22]=1)[C:4]([NH:6][C:7]1[CH:8]=[C:9]([CH:13]=[CH:14][CH:15]=1)[C:10]([O:12][CH2:35][CH3:36])=[O:11])=[O:5])(=[O:28])[CH3:26] |f:2.3|. Procedure: The compound prepared in the above (2) (5 g) and ethyl 3-aminobenzoate (4.3 g) are suspended in dichloromethane (25 ml), and thereto is added EDC.HCl (4.9 g). The mixture is stirred at room temperature for one hour. The reaction mixture is diluted with dichloromethane and washed with 10% hydrochloric acid, diluted aqueous sodium hydrogen carbonate solution and saturated aqueous sodium chloride solution in this order, dried over anhydrous sodium sulfate, and dichloromethane is distilled off under... Starting materials: ClC1=NC=2N(C(=C1)NC(OC(C)(C)C)=O)N=CC2C=O (Tert-butyl 5-chloro-3-formylpyrazolo[1,5-a]pyrimidin-7-ylcarbamate), O1CCOCC1 (1,4-dioxane), ClC=1C=C(N)C=CC1 (3-chloroaniline), p-toluenes sulfonic acid monohydrate. Solvent: O (water). Conditions: temperature 95 celsius. Product: NC1=CC(=NC=2N1N=CC2C=O)NC2=CC(=CC=C2)Cl (7-amino-5-(3-chlorophenylamino)pyrazolo[1,5-a]pyrimidine-3-carbaldehyde). Isolated yield 38.0%. Reaction SMILES: Cl[C:2]1[CH:7]=[C:6]([NH:8]C(=O)OC(C)(C)C)[N:5]2[N:16]=[CH:17][C:18]([CH:19]=[O:20])=[C:4]2[N:3]=1.O1CCOCC1.[Cl:27][C:28]1[CH:29]=[C:30]([CH:32]=[CH:33][CH:34]=1)[NH2:31]>O>[NH2:8][C:6]1[N:5]2[N:16]=[CH:17][C:18]([CH:19]=[O:20])=[C:4]2[N:3]=[C:2]([NH:31][C:30]2[CH:32]=[CH:33][CH:34]=[C:28]([Cl:27])[CH:29]=2)[CH:7]=1. Reported procedure: Tert-butyl 5-chloro-3-formylpyrazolo[1,5-a]pyrimidin-7-ylcarbamate (1.1 g, 3.8 mmol) was added to 1,4-dioxane (15 mL) along with 3-chloroaniline (2.4 mL, 22.6 mmol) and p-toluenes sulfonic acid monohydrate (73 mg, 0.4 mmol). The reaction was heated at 95° C. for 12 hours then cooled to room temperature, diluted with water and filtered. Analysis of the recovered solid by LCMS showed product mass (M+1=288), as well as, product with chloro aniline imine mass (M+1=397). To completely convert this mi... Starting materials: C(C)(C)(C)C1=C(C=C(C=C1)CC[C@@H](CC1CCCCC1)OC(CN(C)C)=O)NC(CC1C2=CC=CC=C2OC=2C=CC=CC12)=O (N,N-Dimethylglycine (S)-1-(2-{4-t-butyl-3-[2-(9H-xanthen-9-yl)acetamido]phenyl}ethyl)-2-cyclohexylethyl Ester), solution, Cl (hydrogen chloride). Product: Cl.C(C)(C)(C)C1=C(C=C(C=C1)CC[C@](C)(CCC1CCCCC1)OC(CN(C)C)=O)NC(CC1C2=CC=CC=C2OC=2C=CC=CC12)=O (N,N-Dimethylglycine (S)-1-(2-{4-t-butyl-3-[2-(9H-xanthen-9-yl)acetamido]phenyl]ethyl]-2-cyclohexylethylethyl Ester Hydrochloride). Procedure details: Following a procedure similar to that described in Example 119, but using N,N-dimethylglycine (S)-1-(2-{4-t-butyl-3-[2-(9H-xanthen-9-yl)acetamido]phenyl}ethyl)-2-cyclohexylethyl ester (prepared as described in Example 120) and a 4N solution of hydrogen chloride in dioxane as starting materials, in relative proportions similar to those used in that Example, the title compound was obtained as a foam-like material. Solvent: O1CCOCC1 (dioxane). RXN SMILES: [C:1]([C:5]1[CH:10]=[CH:9][C:8]([CH2:11][CH2:12][C@H:13]([O:21][C:22](=[O:27])[CH2:23][N:24]([CH3:26])[CH3:25])[CH2:14]C2CCCCC2)=[CH:7][C:6]=1[NH:28][C:29](=[O:45])[CH2:30][CH:31]1[C:44]2[CH:43]=[CH:42][CH:41]=[CH:40][C:39]=2[O:38][C:37]2[C:32]1=[CH:33][CH:34]=[CH:35][CH:36]=2)([CH3:4])([CH3:3])[CH3:2].[ClH:46]>O1CCOCC1>[ClH:46].[C:1]([C:5]1[CH:10]=[CH:9][C:8]([CH2:11][CH2:12][C@@:13]([O:21][C:22](=[O:27])[CH2:23][N:24]([CH3:26])[CH3:25])([CH2:2][CH2:1][CH:5]2[CH2:10][CH2:9][CH2:8][CH2:7][CH2:6]2)[CH3:14])=[CH:7][C:6]=1[NH:28][C:29](=[O:45])[CH2:30][CH:31]1[C:44]2[CH:43]=[CH:42][CH:41]=[CH:40][C:39]=2[O:38][C:37]2[C:32]1=[CH:33][CH:34]=[CH:35][CH:36]=2)([CH3:4])([CH3:3])[CH3:2] |f:3.4|.